From a dataset of the Open Reaction Database (ORD), a public repository of structured organic reaction records. describe an organic reaction: reactants, conditions, products, and yield The reactants are C(C1=CC=CC=C1)OCCC[C@H](NC(=O)OC(C)(C)C)C(=O)NC(C(=O)OCC)C(C)=O (ethyl 2-{[5-(benzyloxy)-N-(tert-butoxycarbonyl)-L-norvalyl]amino}-3-oxobutanoate), Cl (hydrochloric acid). Solvent: C(C)O (ethanol), O1CCOCC1 (1,4-dioxane). Conditions: temperature 60 celsius, time 16 hour. Yields the product C(C1=CC=CC=C1)OCCCC=1N=C(C(=NC1O)C(=O)OCC)C (ethyl 5-[3-(benzyloxy)propyl]-6-hydroxy-3-methylpyrazine-2-carboxylate). RXN SMILES: [CH2:1]([O:8][CH2:9][CH2:10][CH2:11][C@@H:12]([C:21]([NH:23][CH:24]([C:30](=O)[CH3:31])[C:25]([O:27][CH2:28][CH3:29])=[O:26])=[O:22])[NH:13]C(OC(C)(C)C)=O)[C:2]1[CH:7]=[CH:6][CH:5]=[CH:4][CH:3]=1.Cl>C(O)C.O1CCOCC1>[CH2:1]([O:8][CH2:9][CH2:10][CH2:11][C:12]1[N:13]=[C:30]([CH3:31])[C:24]([C:25]([O:27][CH2:28][CH3:29])=[O:26])=[N:23][C:21]=1[OH:22])[C:2]1[CH:3]=[CH:4][CH:5]=[CH:6][CH:7]=1. Procedure: To a solution of ethyl 2-{[5-(benzyloxy)-N-(tert-butoxycarbonyl)-L-norvalyl]amino}-3-oxobutanoate (5.31 g, 11.8 mmol) in ethanol (20 mL) was added 4N hydrochloric acid in 1,4-dioxane (20 mL) at room temperature. After being stirred for 16 h at same temperature, the reaction mixture was concentrated in vacuo. A solution of the residue in pyridine (40 mL) was heated at 60° C. for 23 h. After being cooled to ambient temperature, the mixture was concentrated in vacuo. The residue was poured into wat... Starting materials: BrCCc1ccccc1, Cc1ccccc1, CCOC(C)=O, Cl, [I-], [K+], [K+], [K+], O=C([O-])[O-], O=C(c1ccccc1)C1CCNCC1. The product is Cl, O=C(c1ccccc1)C1CCN(CCc2ccccc2)CC1. Reaction SMILES: [Br:23][CH2:24][CH2:25][c:26]1[cH:27][cH:28][cH:29][cH:30][cH:31]1.[CH3:33][c:34]1[cH:35][cH:36][cH:37][cH:38][cH:39]1.[CH3:40][CH2:41][O:42][C:43]([CH3:44])=[O:45].[ClH:32].[I-:22].[K+:15].[K+:16].[K+:21].[O-:17][C:18]([O-:19])=[O:20].[c:1]1([C:7](=[O:8])[CH:9]2[CH2:10][CH2:11][NH:12][CH2:13][CH2:14]2)[cH:2][cH:3][cH:4][cH:5][cH:6]1>>[ClH:32].[c:1]1([C:7](=[O:8])[CH:9]2[CH2:10][CH2:11][N:12]([CH2:24][CH2:25][c:26]3[cH:27][cH:28][cH:29][cH:30][cH:31]3)[CH2:13][CH2:14]2)[cH:2][cH:3][cH:4][cH:5][cH:6]1. Starting materials: C(#C)C=1C=C(CC2CCC=3N(C(=CC32)C(=O)OC)C(=O)OC(C)(C)C)C=CC1 (1-tert-butyl 2-methyl 4-(3-ethynylbenzyl)-5,6-dihydrocyclopenta[b]pyrrole-1,2(4H)-dicarboxylate), C(#C)C=1C=C(CC2CCC=3N(C(=CC32)C(=O)OC)C(=O)OC(C)(C)C)C=CC1 (1-tert-Butyl 2-methyl 4-(3-ethynylbenzyl)-5,6-dihydrocyclopenta[b]pyrrole-1,2(4H)-dicarboxylate), FC(C(=O)O)(F)F (trifluoroacetic acid). Conditions: time 2 hour. Yields the product C(C)(=O)C=1C=C(CC2CCC=3NC(=CC32)C(=O)OC)C=CC1 (methyl 4-(3-acetylbenzyl)-1,4,5,6-tetrahydrocyclopenta[b]pyrrole-2-carboxylate). As a reaction SMILES: [C:1]([C:3]1[CH:4]=[C:5]([CH:26]=[CH:27][CH:28]=1)[CH2:6][CH:7]1[C:14]2[CH:13]=[C:12]([C:15]([O:17][CH3:18])=[O:16])[N:11](C(OC(C)(C)C)=O)[C:10]=2[CH2:9][CH2:8]1)#[CH:2].FC(F)(F)C(O)=[O:32]>>[C:1]([C:3]1[CH:4]=[C:5]([CH:26]=[CH:27][CH:28]=1)[CH2:6][CH:7]1[C:14]2[CH:13]=[C:12]([C:15]([O:17][CH3:18])=[O:16])[NH:11][C:10]=2[CH2:9][CH2:8]1)(=[O:32])[CH3:2]. Procedure details: The title compound was synthesized from 1-tert-butyl 2-methyl 4-(3-ethynylbenzyl)-5,6-dihydrocyclopenta[b]pyrrole-1,2(4H)-dicarboxylate (see Example 2.51). 1-tert-Butyl 2-methyl 4-(3-ethynylbenzyl)-5,6-dihydrocyclopenta[b]pyrrole-1,2(4H)-dicarboxylate (0.016 g, 0.042 mmol) was dissolved in trifluoroacetic acid (1 mL) and stirred for 2 h. The reaction was then quenched with bicarbonate solution and extracted three times with ethyl acetate. The organic layer was dried over Na2SO4, concentrated and... The reactants are CCOCC, Cl, Fc1ccc(-c2ccc(C#CC3CCC4(CC3)OCCO4)cc2)cc1, C1CCOC1. Product: O=C1CCC(C#Cc2ccc(-c3ccc(F)cc3)cc2)CC1. As a reaction SMILES: [CH3:32][CH2:33][O:34][CH2:35][CH3:36].[ClH:26].[F:1][c:2]1[cH:3][cH:4][c:5](-[c:8]2[cH:9][cH:10][c:11]([C:14]#[C:15][CH:16]3[CH2:17][CH2:18][C:19]4([O:20][CH2:23][CH2:22][O:21]4)[CH2:24][CH2:25]3)[cH:12][cH:13]2)[cH:6][cH:7]1.[O:27]1[CH2:28][CH2:29][CH2:30][CH2:31]1>>[F:1][c:2]1[cH:3][cH:4][c:5](-[c:8]2[cH:9][cH:10][c:11]([C:14]#[C:15][CH:16]3[CH2:17][CH2:18][C:19](=[O:20])[CH2:24][CH2:25]3)[cH:12][cH:13]2)[cH:6][cH:7]1.